Dataset: the Open Reaction Database (ORD), a public repository of structured organic reaction records. Task: describe an organic reaction: reactants, conditions, products, and yield Reactants: CN(C)C=O (DMF), C(C(=O)Cl)(=O)Cl (oxalyl chloride), C(C1=CC=CC=C1)OC1=C(C=C(C=C1)OC1=C(C=C(C=C1C)[N+](=O)[O-])C)S(=O)(=O)O (2-benzyloxy-5-(2,6-dimethyl-4-nitrophenoxy)-benzenesulfonic acid), [Cs] (cesium). Run in C(Cl)Cl (CH2Cl2), CCOCC (Et2O). Conditions: time 1 hour. The product is C(C1=CC=CC=C1)OC1=C(C=C(C=C1)OC1=C(C=C(C=C1C)[N+](=O)[O-])C)S(=O)(=O)Cl (2-benzyloxy-5-(2,6-dimethyl-4-nitro-phenoxy)benzenesulfonyl chloride). Reaction SMILES: [CH2:1]([O:8][C:9]1[CH:14]=[CH:13][C:12]([O:15][C:16]2[C:21]([CH3:22])=[CH:20][C:19]([N+:23]([O-:25])=[O:24])=[CH:18][C:17]=2[CH3:26])=[CH:11][C:10]=1[S:27]([OH:30])(=O)=[O:28])[C:2]1[CH:7]=[CH:6][CH:5]=[CH:4][CH:3]=1.[Cs].CN(C=O)C.C(Cl)(=O)C([Cl:40])=O>C(Cl)Cl.CCOCC>[CH2:1]([O:8][C:9]1[CH:14]=[CH:13][C:12]([O:15][C:16]2[C:21]([CH3:22])=[CH:20][C:19]([N+:23]([O-:25])=[O:24])=[CH:18][C:17]=2[CH3:26])=[CH:11][C:10]=1[S:27]([Cl:40])(=[O:30])=[O:28])[C:2]1[CH:7]=[CH:6][CH:5]=[CH:4][CH:3]=1 |^1:30|. Procedure: A suspension of the title D compound, 2-benzyloxy-5-(2,6-dimethyl-4-nitrophenoxy)-benzenesulfonic acid, cesium salt (9.9 g, 20 mmol) in 200 mL of CH2Cl2 is treated with DMF (3.1 mL, 40 mmol), then oxalyl chloride (3.5 mL, 40 mmol) is added over 30 min at RT. The reaction mixture is stirred for 1 h further, then diluted with Et2O (200 mL) and washed with water and brine, dried over anhydrous sodium sulfate (Na2SO4) and concentrated. The product is washed with Et2O (5 mL) and dried in vacuo to aff... Reactants: C[Si](C)(C)C#N, CC(=O)O, Cc1ccc(N)cc1, [NH4+], O=C1CCCCC1, [OH-]. Yields the product Cc1ccc(NC2(C#N)CCCCC2)cc1. As a reaction SMILES: [CH3:16][Si:17]([CH3:18])([CH3:19])[C:20]#[N:21].[CH3:24][C:25](=[O:26])[OH:27].[NH2:8][c:9]1[cH:10][cH:11][c:12]([CH3:15])[cH:13][cH:14]1.[NH4+:22].[O:1]=[C:2]1[CH2:3][CH2:4][CH2:5][CH2:6][CH2:7]1.[OH-:23]>>[C:2]1([NH:8][c:9]2[cH:10][cH:11][c:12]([CH3:15])[cH:13][cH:14]2)([C:20]#[N:21])[CH2:3][CH2:4][CH2:5][CH2:6][CH2:7]1. Reactants: O1CCC2=C1C=CC(=C2)N (2,3-dihydro-5-benzofuranamine), CO (methanol), C(C)(C)I (isopropyl iodide). Solvent: C(C)N(CC)CC (triethylamine). The product is C(C)(C)NC=1C=CC2=C(CCO2)C1 (N-isopropyl-2,3-dihydro-5-benzofuranamine). RXN SMILES: [O:1]1[C:5]2[CH:6]=[CH:7][C:8]([NH2:10])=[CH:9][C:4]=2[CH2:3][CH2:2]1.CO.[CH:13](I)([CH3:15])[CH3:14]>C(N(CC)CC)C>[CH:13]([NH:10][C:8]1[CH:7]=[CH:6][C:5]2[O:1][CH2:2][CH2:3][C:4]=2[CH:9]=1)([CH3:15])[CH3:14]. Procedure details: To a solution of 40 g. of 2,3-dihydro-5-benzofuranamine in 200 ml. of methanol is added 23 ml. of isopropyl iodide and 35 ml. of triethylamine. The solution is refluxed for 55 hours and then concentrated in vacuo. The resultant oil is extracted several times with diethyl ether, the extract combined, filtered through Celite, and the ether removed in vacuo to obtain an oil of N-isopropyl-2,3-dihydro-5-benzofuranamine. Starting materials: N=1NC2=C3C(C(C4=C(C13)C=CC=C4)=O)=CC=C2 (2,6-dihydrodibenzo[cd,g]indazol-6-one), C(C)(=O)OCC (ethyl acetate), O1CCCC1 (tetrahydrofuran), [N-]=[N+]=[N-].[Na+] (sodium azide). The solvent is S(O)(O)(=O)=O (sulfuric acid). Conditions: time 3 day. Yields the product N=1NC=2C=CC=C3C2C1C1=C(NC3=O)C=CC=C1 (6,7-dihydro-2H-benzo[6,7]azepino[5,4,3-cd]indazol-6-one). Yield: 25.3%. RXN SMILES: [N:1]1[NH:2][C:3]2[CH:17]=[CH:16][CH:15]=[C:5]3[C:6](=[O:14])[C:7]4[CH:13]=[CH:12][CH:11]=[CH:10][C:8]=4[C:9]=1[C:4]=23.[N-:18]=[N+]=[N-].[Na+].C(OCC)(=O)C.O1CCCC1>S(=O)(=O)(O)O>[N:1]1[NH:2][C:3]2[CH:17]=[CH:16][CH:15]=[C:5]3[C:6](=[O:14])[NH:18][C:7]4[CH:13]=[CH:12][CH:11]=[CH:10][C:8]=4[C:9]=1[C:4]=23 |f:1.2|. Procedure details: To a solution of 100 mg of 2,6-dihydrodibenzo[cd,g]indazol-6-one [CAS No. 129-56-6] in 0.6 ml concentrated sulfuric acid was added 78 mg of sodium azide [CAS No. 26628-22-8], followed by stirring at room temperature for 3 days. After adding ice, the reaction mixture was poured into a mixture solution of 100 ml of ethyl acetate and 10 ml of tetrahydrofuran and washed with saturated sodium hydrogen carbonate solution. The organic layer was washed with brine, dried over anhydrous magnesium sulfate,... The reactants are COC1=CC2=C(C=C1)C1(C3N(CCC1)C=NC3)CO2 (6-methoxy-1′,6′,7′,8a′-tetrahydro-5′H-spiro[1-benzofuran-3,8′-imidazo[1,5-a]pyridine]). The reagents and catalysts are [O-2].[O-2].[Mn+4] (manganese-dioxide). Run in C1(=CC=CC=C1)C (toluene). Yields the product COC1=CC2=C(C=C1)C1(C=3N(CCC1)C=NC3)CO2 (6-Methoxy-6′,7′-dihydro-5′H-spiro[1-benzofuran-3,8′-imidazo[1,5-a]pyridine]). RXN SMILES: [CH3:1][O:2][C:3]1[CH:8]=[CH:7][C:6]2[C:9]3([CH2:18][O:19][C:5]=2[CH:4]=1)[CH2:14][CH2:13][CH2:12][N:11]1[CH:15]=[N:16][CH2:17][CH:10]31>C1(C)C=CC=CC=1.[O-2].[O-2].[Mn+4]>[CH3:1][O:2][C:3]1[CH:8]=[CH:7][C:6]2[C:9]3([CH2:18][O:19][C:5]=2[CH:4]=1)[CH2:14][CH2:13][CH2:12][N:11]1[CH:15]=[N:16][CH:17]=[C:10]31 |f:2.3.4|. Procedure: A mixture of 1.9 mmol of 6-methoxy-1′,6′,7′,8a′-tetrahydro-5′H-spiro[1-benzofuran-3,8′-imidazo[1,5-a]pyridine] and 3 g of manganese-dioxide in 50 ml of toluene is heated to reflux for 1.5 hours. The reaction mixture is cooled to room temperature, the solid is removed by filtration over Hyflo and the filtrate is evaporated. From the residue the title compound is identified by means of flash chromatography (SiO2 60F) on the basis of the Rf value. Starting materials: CC1(NC2=CC=C(C=C2C=C1)C)C (2,6-Dimethylquinaldine), ClC=1C=C(C(=O)OO)C=CC1 (3-CPBA). Solvent: ClCCCl (1,2 dichloroethane). Conditions: temperature 40 celsius. Yields the product CC1([NH+](C2=CC=C(C=C2C=C1)C)[O-])C (2,6-Dimethylquinaldine N-oxide). RXN SMILES: [CH3:1][C:2]1([CH3:13])[CH:11]=[CH:10][C:9]2[C:4](=[CH:5][CH:6]=[C:7]([CH3:12])[CH:8]=2)[NH:3]1.ClC1C=C(C=CC=1)C(OO)=[O:19]>ClCCCl>[CH3:1][C:2]1([CH3:13])[CH:11]=[CH:10][C:9]2[C:4](=[CH:5][CH:6]=[C:7]([CH3:12])[CH:8]=2)[NH+:3]1[O-:19]. Reported procedure: To a stirring solution of 2,6-Dimethylquinaldine (1) (5 g, 0.0318 mol) in 1,2 dichloroethane (130 ml) was added 3-CPBA (3-chloro-peroxybenzoic acid) (7.43 g of 72% activity, 0.0310 mol). The reaction was then heated to 40° C. for 24 hours. The completed reaction mixture was allowed to cool to room temperature, concentrated, and 10% K2CO3 and a minimal amount of ethyl acetate was to produce a two phase mixture. A precipitate then formed in both layers and was filtered, washed with water to remove... The reactants are COc1ccc2nc[nH]c2c1, CN(C)C=O, ClCOCc1ccccc1, [H-], [Na+], O. Product: COc1ccc2ncn(COCc3ccccc3)c2c1. RXN SMILES: [CH3:1][O:2][c:3]1[cH:4][c:5]2[c:6]([n:7][cH:8][nH:9]2)[cH:10][cH:11]1.[CH3:25][N:26]([CH3:27])[CH:28]=[O:29].[Cl:14][CH2:15][O:16][CH2:17][c:18]1[cH:19][cH:20][cH:21][cH:22][cH:23]1.[H-:12].[Na+:13].[OH2:24]>>[CH3:1][O:2][c:3]1[cH:4][c:5]2[c:6]([n:7][cH:8][n:9]2[CH2:15][O:16][CH2:17][c:18]2[cH:19][cH:20][cH:21][cH:22][cH:23]2)[cH:10][cH:11]1. The reactants are COC(C(CC(C)C)=O)=O (4-methyl-2-oxo-pentanoic acid methyl ester), COC(N(C)C)OC (N,N-dimethylformamide dimethyl acetal), O.C1(=CC=C(C=C1)S(=O)(=O)O)C (p-toluenesulfonic acid monohydrate). Conditions: temperature 80 celsius, time 8 hour. The product is C(C)OC(C(C(=CN(C)C)C(C)C)=O)=O (3-isopropyl-4-dimethylamino-2-oxo-but-3-enoic acid ethyl ester). RXN SMILES: [CH3:1][O:2][C:3](=[O:10])[C:4](=[O:9])[CH2:5][CH:6]([CH3:8])[CH3:7].CO[CH:13](OC)[N:14]([CH3:16])[CH3:15].O.[C:20]1(C)C=CC(S(O)(=O)=O)=CC=1>>[CH2:1]([O:2][C:3](=[O:10])[C:4](=[O:9])[C:5]([CH:6]([CH3:8])[CH3:7])=[CH:13][N:14]([CH3:16])[CH3:15])[CH3:20] |f:2.3|. Procedure details: To a solution of 4-methyl-2-oxo-pentanoic acid methyl ester (3.8 g, 26 mmol) in N,N-dimethylformamide dimethyl acetal (7 mL, 52 mmol) is added p-toluenesulfonic acid monohydrate (30 mg). The mixture is stirred at 80° C. overnight. The reaction mixture is concentrated under reduced pressure to give 3-isopropyl-4-dimethylamino-2-oxo-but-3-enoic acid ethyl ester as an orange oil. To a solution of 3-isopropyl-4-dimethylamino-2-oxo-but-3-enoic acid ethyl ester and 2,6-dichlorophenylhydrazine hydrochl...